This data is from the Open Reaction Database (ORD), a public repository of structured organic reaction records. The task is: describe an organic reaction: reactants, conditions, products, and yield Reactants: CC(C)(C)OC(=O)C=Cc1ccc(C(=C2CCCCC2)c2ccc(O)cc2)cc1, ClCCl, O, O=C(O)C(F)(F)F. Yields the product O=C(O)C=Cc1ccc(C(=C2CCCCC2)c2ccc(O)cc2)cc1. RXN SMILES: [C:1]1(=[C:7]([c:8]2[cH:9][cH:10][c:11]([CH:14]=[CH:15][C:16](=[O:17])[O:18][C:19]([CH3:20])([CH3:21])[CH3:22])[cH:12][cH:13]2)[c:23]2[cH:24][cH:25][c:26]([OH:29])[cH:27][cH:28]2)[CH2:2][CH2:3][CH2:4][CH2:5][CH2:6]1.[Cl:38][CH2:39][Cl:40].[OH2:37].[OH:30][C:31]([C:32]([F:33])([F:34])[F:35])=[O:36]>>[C:1]1(=[C:7]([c:8]2[cH:9][cH:10][c:11]([CH:14]=[CH:15][C:16](=[O:17])[OH:18])[cH:12][cH:13]2)[c:23]2[cH:24][cH:25][c:26]([OH:29])[cH:27][cH:28]2)[CH2:2][CH2:3][CH2:4][CH2:5][CH2:6]1.